From a dataset of the Open Reaction Database (ORD), a public repository of structured organic reaction records. describe an organic reaction: reactants, conditions, products, and yield The reactants are CC(C)(C)OC(=O)N1CCC=C(CO)C1, CCOC(C)=O, CCOC([O-])[O-], O=[N+]([O-])c1ccc(O)c([N+](=O)[O-])c1, Cc1ccccc1C. Yields the product C=C1CN(C(=O)OC(C)(C)C)CCC1CC(=O)OCC. As a reaction SMILES: [C:1]([CH3:2])([CH3:3])([CH3:4])[O:5][C:6](=[O:7])[N:8]1[CH2:9][C:10]([CH2:14][OH:15])=[CH:11][CH2:12][CH2:13]1.[CH3:35][CH2:36][O:37][C:38]([CH3:39])=[O:40].[CH:16]([O-:17])([O-:18])[O:19][CH2:20][CH3:21].[OH:22][c:23]1[c:24]([N+:25](=[O:26])[O-:27])[cH:28][c:29]([N+:30](=[O:31])[O-:32])[cH:33][cH:34]1.[c:41]1([CH3:42])[c:43]([CH3:44])[cH:45][cH:46][cH:47][cH:48]1>>[C:1]([CH3:2])([CH3:3])([CH3:4])[O:5][C:6](=[O:7])[N:8]1[CH2:9][C:10](=[CH2:14])[CH:11]([CH2:39][C:38]([O:37][CH2:36][CH3:35])=[O:40])[CH2:12][CH2:13]1. Reactants: C(C)OC=1C=C(CC=2C(=NC(=NC2)N)N)C=C(C1I)OCC (5-(3,5-Diethoxy-4-iodo-benzyl)-pyrimidine-2,4-diamine), COC=1C=C(C=CC1OC)OB(O)O (3,4-dimethoxy-phenyl-boric acid), C(C)OC=1C=C(CC=2C(=NC(=NC2)N)N)C=C(C1C1=CSC=C1)OCC (5-(3,5-diethoxy-4-thiophen-3-yl-benzyl)-pyrimidine-2,4-diamine). Yields the product C(C)OC1=C(C(=CC(=C1)CC=1C(=NC(=NC1)N)N)OCC)C1=CC(=C(C=C1)OC)OC (5-(2,6-Diethoxy-3′,4′-dimethoxy-biphenyl-4-ylmethy)-pyrimidine-2,4-diamine). Reported procedure: Starting from 5-(3,5-diethoxy-4-iodo-benzyl)-pyrimidine-2,4-diamine (example 1) (414 mg; 1.0 mmol) and 3,4-dimethoxy-phenyl-boric acid (363 mg; 2.0 mmol), 328 mg (77%) 5-(3,5-diethoxy-4-thiophen-3-yl-benzyl)-pyrimidine-2,4-diamine [sic] are obtained as a yellowish powder after recrystallization from methanol. RXN SMILES: [CH2:1]([O:3][C:4]1[CH:5]=[C:6]([CH:16]=[C:17]([O:20][CH2:21][CH3:22])[C:18]=1I)[CH2:7][C:8]1[C:9]([NH2:15])=[N:10][C:11]([NH2:14])=[N:12][CH:13]=1)[CH3:2].[CH3:23][O:24][C:25]1[CH:26]=[C:27](OB(O)O)[CH:28]=[CH:29][C:30]=1[O:31][CH3:32].C(OC1C=C(C=C(OCC)C=1C1C=CSC=1)CC1C(N)=NC(N)=NC=1)C>>[CH2:1]([O:3][C:4]1[CH:5]=[C:6]([CH2:7][C:8]2[C:9]([NH2:15])=[N:10][C:11]([NH2:14])=[N:12][CH:13]=2)[CH:16]=[C:17]([O:20][CH2:21][CH3:22])[C:18]=1[C:28]1[CH:27]=[CH:26][C:25]([O:24][CH3:23])=[C:30]([O:31][CH3:32])[CH:29]=1)[CH3:2]. Reactants: C(#N)C(C(=O)NN)C1=CC=CC=C1 (2-Cyano-2-phenylacetohydrazide), FC(C(CC(C(F)(F)F)=O)=O)(F)F (1,1,1,5,5,5-hexafluoropentane-2,4-dione). Solvent: acidic acid. Run at temperature 60 celsius, time 3.5 hour. Yields the product C1(=CC=CC=C1)C=1C(=NN2C1N=C(C=C2C(F)(F)F)C(F)(F)F)O (3-Phenyl-5,7-bis(trifluoromethyl)pyrazolo[1,5-a]pyrimidin-2-ol). Isolated yield 28.1%. Reaction SMILES: [C:1]([CH:3]([C:8]1[CH:13]=[CH:12][CH:11]=[CH:10][CH:9]=1)[C:4]([NH:6][NH2:7])=[O:5])#[N:2].[F:14][C:15]([F:26])([F:25])[C:16](=O)[CH2:17][C:18](=O)[C:19]([F:22])([F:21])[F:20]>>[C:8]1([C:3]2[C:4]([OH:5])=[N:6][N:7]3[C:18]([C:19]([F:20])([F:22])[F:21])=[CH:17][C:16]([C:15]([F:14])([F:25])[F:26])=[N:2][C:1]=23)[CH:13]=[CH:12][CH:11]=[CH:10][CH:9]=1. Reported procedure: 2-Cyano-2-phenylacetohydrazide [Int-1A] (1.00 g, 5.13 mmol, 1.0 eq) and 1,1,1,5,5,5-hexafluoropentane-2,4-dione (1.07 g, 5.13 mmol, 1.0 eq) were dissolved in 16.6 mL acidic acid and stirred for 3.5 h at 60° C. The reaction mixture was allowed to stir at rt overnight. The precipitate was isolated by filtration. The solid was washed with hexane and dried to give 500 mg (27% yield) of the title compound. The reactants are FC(C)(F)C1=CC=C(O1)CN1N=C(C=C1)N (1-[5-(1,1-difluoro-ethyl)-furan-2-ylmethyl]-1H-pyrazol-3-ylamine), ClC1=C(C(=CC=C1)F)/C=C/C(=O)O ((E)-3-(2-chloro-6-fluoro-phenyl)-acrylic acid), 05b. The product is ClC1=C(C(=CC=C1)F)/C=C/C(=O)NC1=NN(C=C1)CC=1OC(=CC1)C(C)(F)F ((E)-3-(2-Chloro-6-fluoro-phenyl)-N-{1-[5-(1,1-difluoro-ethyl)-furan-2-ylmethyl]-1H-pyrazol-3-yl}-acrylamide). As a reaction SMILES: [F:1][C:2]([C:5]1[O:9][C:8]([CH2:10][N:11]2[CH:15]=[CH:14][C:13]([NH2:16])=[N:12]2)=[CH:7][CH:6]=1)([F:4])[CH3:3].[Cl:17][C:18]1[CH:23]=[CH:22][CH:21]=[C:20]([F:24])[C:19]=1/[CH:25]=[CH:26]/[C:27](O)=[O:28]>>[Cl:17][C:18]1[CH:23]=[CH:22][CH:21]=[C:20]([F:24])[C:19]=1/[CH:25]=[CH:26]/[C:27]([NH:16][C:13]1[CH:14]=[CH:15][N:11]([CH2:10][C:8]2[O:9][C:5]([C:2]([F:1])([F:4])[CH3:3])=[CH:6][CH:7]=2)[N:12]=1)=[O:28]. Procedure: Following general procedure B, starting from 1-[5-(1,1-difluoro-ethyl)-furan-2-ylmethyl]-1H-pyrazol-3-ylamine and (E)-3-(2-chloro-6-fluoro-phenyl)-acrylic acid. LC-MS-conditions 05b: tR=1.14 min; [M+H]+=410.0. The reactants are [H][H] (hydrogen), FC(C(=O)O)(F)F (trifluoroacetic acid), N1(CCCC1)C(=O)C1=NC=CC=C1O (2-(pyrrolidin-1-yl)carbonyl-3-hydroxy pyridine). The reagents and catalysts are O=[Pt]=O (PtO2). Solvent: C(C)(=O)O (acetic acid). The product is N1(CCCC1)C(=O)C1NCCCC1O (2-(pyrrolidin-1-yl)carbonyl-3-hydroxy piperidine). Isolated yield 82.4%. RXN SMILES: [N:1]1([C:6]([C:8]2[C:13]([OH:14])=[CH:12][CH:11]=[CH:10][N:9]=2)=[O:7])[CH2:5][CH2:4][CH2:3][CH2:2]1.FC(F)(F)C(O)=O.[H][H]>C(O)(=O)C.O=[Pt]=O>[N:1]1([C:6]([CH:8]2[CH:13]([OH:14])[CH2:12][CH2:11][CH2:10][NH:9]2)=[O:7])[CH2:5][CH2:4][CH2:3][CH2:2]1. Procedure details: 10 g (0.052 moles) of 2-(pyrrolidin-1-yl)carbonyl-3-hydroxy pyridine, dissolved in 100 ml of acetic acid and 8 mml of trifluoroacetic acid, were hydrogenated at 40 psi over 1 g of PtO2 at room temperature, until the theoretical amount of hydrogen was consumed. The catalyst was filtered off and the filtrate evaporated in vacuo. The residue was taken up in 20% NaOH and extracted with CH2Cl2, which was dried and evaporated in vacuo to dryness. 8.5 g of the title compound were obtained as a 80/20 di... The reactants are CC(C)(C)OC(=O)C(C)(C)Br, O=C([O-])[O-], CN(C)C=O, [K+], [K+], COC(=O)c1cccc(O)c1. Product: COC(=O)c1cccc(OC(C)(C)C(=O)OC(C)(C)C)c1. RXN SMILES: [Br:18][C:19]([C:20](=[O:21])[O:22][C:23]([CH3:24])([CH3:25])[CH3:26])([CH3:27])[CH3:28].[C:12](=[O:13])([O-:14])[O-:15].[CH3:29][N:30]([CH3:31])[CH:32]=[O:33].[K+:16].[K+:17].[OH:1][c:2]1[cH:3][c:4]([C:5](=[O:6])[O:7][CH3:8])[cH:9][cH:10][cH:11]1>>[O:1]([c:2]1[cH:3][c:4]([C:5](=[O:6])[O:7][CH3:8])[cH:9][cH:10][cH:11]1)[C:19]([C:20](=[O:21])[O:22][C:23]([CH3:24])([CH3:25])[CH3:26])([CH3:27])[CH3:28]. Starting materials: COC=1C(=CC2=C(CCN(CC2)C(COC)COC)C1)N (8-Methoxy-3-(2-methoxy-1-methoxymethyl-ethyl)-2,3,4,5-tetrahydro-1H-benzo[d]azepin-7-ylamine), ClC1=NC=C(C(=N1)NC1=C(C=CC=C1)S(=O)(=O)N(C)C)Cl (2-(2,5-Dichloro-pyrimidin-4-ylamino)-N,N-dimethyl-benzenesulfonamide). Product: ClC=1C(=NC(=NC1)NC1=CC2=C(CCN(CC2)C(COC)COC)C=C1OC)NC1=C(C=CC=C1)S(=O)(=O)N(C)C (2-{5-Chloro-2-[8-methoxy-3-(2-methoxy-1-methoxymethyl-ethyl)-2,3,4,5-tetrahydro-1H-benzo[d]azepin-7-ylamino]-pyrimidin-4-ylamino}-N,N-dimethyl-benzenesulfonamide), solid. Isolated yield 35.0%. Reaction SMILES: [CH3:1][O:2][C:3]1[C:4]([NH2:21])=[CH:5][C:6]2[CH2:12][CH2:11][N:10]([CH:13]([CH2:17][O:18][CH3:19])[CH2:14][O:15][CH3:16])[CH2:9][CH2:8][C:7]=2[CH:20]=1.Cl[C:23]1[N:28]=[C:27]([NH:29][C:30]2[CH:35]=[CH:34][CH:33]=[CH:32][C:31]=2[S:36]([N:39]([CH3:41])[CH3:40])(=[O:38])=[O:37])[C:26]([Cl:42])=[CH:25][N:24]=1>>[Cl:42][C:26]1[C:27]([NH:29][C:30]2[CH:35]=[CH:34][CH:33]=[CH:32][C:31]=2[S:36]([N:39]([CH3:41])[CH3:40])(=[O:38])=[O:37])=[N:28][C:23]([NH:21][C:4]2[C:3]([O:2][CH3:1])=[CH:20][C:7]3[CH2:8][CH2:9][N:10]([CH:13]([CH2:14][O:15][CH3:16])[CH2:17][O:18][CH3:19])[CH2:11][CH2:12][C:6]=3[CH:5]=2)=[N:24][CH:25]=1. Reported procedure: The title compound was prepared from 8-Methoxy-3-(2-methoxy-1-methoxymethyl-ethyl)-2,3,4,5-tetrahydro-1H-benzo[d]azepin-7-ylamine and 2-(2,5-Dichloro-pyrimidin-4-ylamino)-N,N-dimethyl-benzenesulfonamide in an analogous manner to Example 61e. Product isolated as an off-white solid (0.025 g, 35%). MP: 54-76° C. 1HNMR (400 MHz, CDCl3, δ, ppm): 9.34 (s, 1H), 8.53 (d, 1H, J=8.6 Hz), 8.13 (s, 1H), 7.97 (s, 1H), 7.88 (d, 1H, J=7.8 Hz), 7.59-7.53 (m, 1H), 7.48 (s, 1H), 7.26-7.20 (m, 1H), 6.65 (s, 1H), 3...